This data is from the Open Reaction Database (ORD), a public repository of structured organic reaction records. The task is: describe an organic reaction: reactants, conditions, products, and yield Reactants: FC(S(=O)(=O)OC1=C(C=C(C=C1)C(=O)OC)NC(=O)OCC1=CC=CC=C1)(F)F (2-benzyloxycarbonylamino-4-methoxycarbonylphenyl trifluoromethanesulfonate), CC(CC#C[Sn](CCCC)(CCCC)CCCC)C ((4-methyl-1-pentynyl)(tributyl)stannane), ( 2 ). Product: C(C1=CC=CC=C1)OC(=O)NC=1C=C(C(=O)OC)C=CC1C#CCC(C)C (Methyl 3-benzyloxycarbonylamino-4-(4-methyl-1-pentynyl)benzoate). Yield: 88.9%. As a reaction SMILES: FC(F)(F)S(O[C:7]1[CH:12]=[CH:11][C:10]([C:13]([O:15][CH3:16])=[O:14])=[CH:9][C:8]=1[NH:17][C:18]([O:20][CH2:21][C:22]1[CH:27]=[CH:26][CH:25]=[CH:24][CH:23]=1)=[O:19])(=O)=O.[CH3:30][CH:31]([CH3:48])[CH2:32][C:33]#[C:34][Sn](CCCC)(CCCC)CCCC>>[CH2:21]([O:20][C:18]([NH:17][C:8]1[CH:9]=[C:10]([CH:11]=[CH:12][C:7]=1[C:34]#[C:33][CH2:32][CH:31]([CH3:48])[CH3:30])[C:13]([O:15][CH3:16])=[O:14])=[O:19])[C:22]1[CH:27]=[CH:26][CH:25]=[CH:24][CH:23]=1. Reported procedure: Methyl 3-benzyloxycarbonylamino-4-(4-methyl-1-pentynyl)benzoate (2.25 g) was prepared from 2-benzyloxycarbonylamino-4-methoxycarbonylphenyl trifluoromethanesulfonate (3.0 g) and (4-methyl-1-pentynyl)(tributyl)stannane (2.7 g) in a similar manner to that of Preparation 1 (2). Reactants: FC=1C=C2C(C(=CN(C2=C(C1N1CCN(CC1)C)F)CCF)C(=O)O)=O (6,8-difluoro-1-(2-fluoroethyl)-1,4-dihydro-7-(4-methyl-1-piperazinyl)-4-oxo-3-quinolinecarboxylic acid), CN(C(C(F)(F)F)=O)[Si](C)(C)C (MSTFA), CN(C(C(F)(F)F)=O)[Si](C)(C)C (N-methyl-N-(trimethylsilyl)trifluoroacetamide), I[Si](C)(C)C (iodotrimethylsilane), O=C1C(C2SCC=C(N12)C(=O)O)NC(COC1=CC=CC=C1)=O (8-oxo-7-[(phenoxyacetyl)amino]-5-thia-1-azabicyclo[4.2.0]-oct-2-en-2-carboxylic acid). The solvent is C(C)#N (acetonitrile), CO (methanol), C(Cl)Cl (methylene chloride). Reaction conditions: time 2 hour. Yields the product [I-].C(=O)(O)C1=CN(C2=C(C(=C(C=C2C1=O)F)N1CC[N+](CC1)(C)CC1=C(N2C([C@H]([C@H]2SC1)NC(COC1=CC=CC=C1)=O)=O)C(=O)O)F)CCF ([6R-trans]-4-[3-carboxy-1-(2-fluoroethyl)-6,8-difluoro-1,4-dihydro-4-oxoquinolin-7-yl]-1-[[2-carboxy-8-oxo-7-[(phenoxyacetyl)amino]-5-thia-1-azabicyclo-[4.2.0]oct-2-en-3-yl]methyl]-1-methylpiperazinium iodide). Reaction SMILES: [O:1]=[C:2]1[N:9]2[CH:4]([S:5][CH2:6][CH:7]=[C:8]2[C:10]([OH:12])=[O:11])[CH:3]1[NH:13][C:14](=[O:23])[CH2:15][O:16][C:17]1[CH:22]=[CH:21][CH:20]=[CH:19][CH:18]=1.[CH3:24]N([Si](C)(C)C)C(=O)C(F)(F)F.[I:36][Si](C)(C)C.[F:41][C:42]1[CH:43]=[C:44]2[C:49](=[C:50]([F:59])[C:51]=1[N:52]1[CH2:57][CH2:56][N:55]([CH3:58])[CH2:54][CH2:53]1)[N:48]([CH2:60][CH2:61][F:62])[CH:47]=[C:46]([C:63]([OH:65])=[O:64])[C:45]2=[O:66]>CO.C(#N)C.C(Cl)Cl>[I-:36].[C:63]([C:46]1[C:45](=[O:66])[C:44]2[C:49](=[C:50]([F:59])[C:51]([N:52]3[CH2:53][CH2:54][N+:55]([CH2:24][C:7]4[CH2:6][S:5][C@H:4]5[N:9]([C:2](=[O:1])[C@H:3]5[NH:13][C:14](=[O:23])[CH2:15][O:16][C:17]5[CH:22]=[CH:21][CH:20]=[CH:19][CH:18]=5)[C:8]=4[C:10]([OH:12])=[O:11])([CH3:58])[CH2:56][CH2:57]3)=[C:42]([F:41])[CH:43]=2)[N:48]([CH2:60][CH2:61][F:62])[CH:47]=1)([OH:65])=[O:64] |f:7.8|. Procedure details: Under an argon atmosphere, a mixture of 406 mg (1 mmol) of [6R-trans]-3-(acetyloxy)methyl]-8-oxo-7-[(phenoxyacetyl)amino]-5-thia-1-azabicyclo[4.2.0]-oct-2-en-2-carboxylic acid, 2 mL of dry methylene chloride, a nd 0.60 mL (3 mmol) of N-methyl-N-(trimethylsilyl)trifluoroacetamide (MSTFA) was stirred for one hour: 0.28 mL (2 mmol) of iodotrimethylsilane was then added, and the mixture stirred for 2 hours. The solution was then concentrated to dryness under reduced pressure, and the residual oil di...